describe an organic reaction: reactants, conditions, products, and yield From a dataset of the Open Reaction Database (ORD), a public repository of structured organic reaction records. The reactants are BrC1=CC(=C(C=C1)CO[Si](C1=CC=CC=C1)(C1=CC=CC=C1)C(C)(C)C)Cl (4-bromo-1-((tert-butyldiphenylsiloxy)methyl)-2-chlorobenzene), C(CCC)[Li].CCCCCC (1-butyl lithium hexane), [Cl-].[NH4+] (ammonium chloride), C(=O)N1CCCCC1 (1-formyl piperidine). Run in O1CCCC1 (tetrahydrofuran). Reaction conditions: temperature 10 celsius, time 15 minute. The product is O([Si](C1=CC=CC=C1)(C1=CC=CC=C1)C(C)(C)C)CC1=C(C=C(C=O)C=C1)Cl (4-((tert-butyldiphenylsiloxy)methyl)-3-chlorobenzaldehyde). Isolated yield 42.4%. RXN SMILES: Br[C:2]1[CH:7]=[CH:6][C:5]([CH2:8][O:9][Si:10]([C:23]([CH3:26])([CH3:25])[CH3:24])([C:17]2[CH:22]=[CH:21][CH:20]=[CH:19][CH:18]=2)[C:11]2[CH:16]=[CH:15][CH:14]=[CH:13][CH:12]=2)=[C:4]([Cl:27])[CH:3]=1.C([Li])CCC.CCCCCC.[CH:39](N1CCCCC1)=[O:40].[Cl-].[NH4+]>O1CCCC1>[O:9]([CH2:8][C:5]1[CH:6]=[CH:7][C:2]([CH:39]=[O:40])=[CH:3][C:4]=1[Cl:27])[Si:10]([C:23]([CH3:26])([CH3:25])[CH3:24])([C:17]1[CH:22]=[CH:21][CH:20]=[CH:19][CH:18]=1)[C:11]1[CH:16]=[CH:15][CH:14]=[CH:13][CH:12]=1 |f:1.2,4.5|. Reported procedure: To a solution of 4-bromo-1-((tert-butyldiphenylsiloxy)methyl)-2-chlorobenzene (8.65 g) in tetrahydrofuran (22 ml) was added 1-butyl lithium/hexane solution (1.54M, 13.5 ml) at −75° C. in a nitrogen atmosphere, and the mixture was stirred for 15 min. The reaction mixture was once heated to 10° C. and again cooled to −75° C. and 1-formyl piperidine (2.55 g) was added dropwise over 10 min. The reaction mixture was heated to room temperature over 3 hr. To the reaction mixture was added aqueous ammon... The reactants are CCO, COc1cc2c(cc1OC)N(c1ccc([N+](=O)[O-])cc1)CC2, Cl, [H][H], O. Reaction SMILES: [CH2:27]([OH:28])[CH3:29].[CH3:1][O:2][c:3]1[cH:4][c:5]2[c:9]([cH:10][c:11]1[O:12][CH3:13])[N:8]([c:14]1[cH:15][cH:16][c:17]([N+:20]([O-:21])=[O:22])[cH:18][cH:19]1)[CH2:7][CH2:6]2.[ClH:25].[H:23][H:24].[OH2:26]>>[CH3:1][O:2][c:3]1[cH:4][c:5]2[c:9]([cH:10][c:11]1[O:12][CH3:13])[N:8]([c:14]1[cH:15][cH:16][c:17]([NH2:20])[cH:18][cH:19]1)[CH2:7][CH2:6]2.[ClH:25]. The product is COc1cc2c(cc1OC)N(c1ccc(N)cc1)CC2, Cl. Starting materials: NC1=C(NC2=C(SC=C2)C(=O)OC)C=CC=C1 (Methyl 3-(2-aminoanilino)-thiophene-2-carboxylate). The solvent is C(Cl)(Cl)(Cl)Cl (CCl4). Product: S1C=CC=2NC3=C(NC(C21)=O)C=CC=C3 (9,10-Dihydro-4H-thieno[3,2-b][1,5]benzodiazepin-10-one). RXN SMILES: [NH2:1][C:2]1[CH:17]=[CH:16][CH:15]=[CH:14][C:3]=1[NH:4][C:5]1[CH:9]=[CH:8][S:7][C:6]=1[C:10](OC)=[O:11]>C(Cl)(Cl)(Cl)Cl>[S:7]1[C:6]2[C:10](=[O:11])[NH:1][C:2]3[CH:17]=[CH:16][CH:15]=[CH:14][C:3]=3[NH:4][C:5]=2[CH:9]=[CH:8]1. Reported procedure: Methyl 3-(2-aminoanilino)-thiophene-2-carboxylate, m.p. 226° C. (CCl4). Reactants: O[C@@H]([C@@H](OC1=CC=C(C=C1)C1=CC=C(C=C1)CC(=O)O)C)CCC=1C=NC=CC1 ((1S,2R)-[4′-(2-Hydroxy-1-methyl-4-pyridin-3-yl-butoxy)-biphenyl-4-yl]acetic acid), C1(CC1)N (cyclopropylamine), Cl.CN(CCCN=C=NCC)C (1-(3-dimethylaminopropyl)-3-ethylcarbodiimide hydrochloride), ON1N=NC2=C1C=CC=C2 (1-hydroxybenzotriazole). The solvent is CN(C=O)C (dimethylformamide). Conditions: time 16 hour. Product: C1(CC1)NC(CC1=CC=C(C=C1)C1=CC=C(C=C1)O[C@H]([C@@H](CCC=1C=NC=CC1)O)C)=O ((1S,2R)-N-Cyclopropyl-2-[4′-(2-hydroxy-1-methyl-4-pyridin-3-yl-butoxy)-biphenyl-4-yl]-acetamide). Yield: 81.8%. Reaction SMILES: [OH:1][C@H:2]([CH2:22][CH2:23][C:24]1[CH:25]=[N:26][CH:27]=[CH:28][CH:29]=1)[C@H:3]([CH3:21])[O:4][C:5]1[CH:10]=[CH:9][C:8]([C:11]2[CH:16]=[CH:15][C:14]([CH2:17][C:18](O)=[O:19])=[CH:13][CH:12]=2)=[CH:7][CH:6]=1.[CH:30]1([NH2:33])[CH2:32][CH2:31]1.Cl.CN(C)CCCN=C=NCC.ON1C2C=CC=CC=2N=N1>CN(C)C=O>[CH:30]1([NH:33][C:18](=[O:19])[CH2:17][C:14]2[CH:13]=[CH:12][C:11]([C:8]3[CH:7]=[CH:6][C:5]([O:4][C@@H:3]([CH3:21])[C@H:2]([OH:1])[CH2:22][CH2:23][C:24]4[CH:25]=[N:26][CH:27]=[CH:28][CH:29]=4)=[CH:10][CH:9]=3)=[CH:16][CH:15]=2)[CH2:32][CH2:31]1 |f:2.3|. Procedure details: Prepared according to the method described in Example 66. (1S,2R)-[4′-(2-hydroxy-1-methyl-4-pyridin-3-yl-butoxy)-biphenyl-4-yl]acetic acid (Example 55, 0.07 g), cyclopropylamine (0.011 g), 1-(3-dimethylaminopropyl)-3-ethylcarbodiimide hydrochloride (0.038 g) and 1-hydroxybenzotriazole (0.027 g) were dissolved in dimethylformamide (2 ml) and stirred for 16 hours at room temperature. The dimethylformamide was removed by vacuum distillation, the residue was dissolved in dichloromethane, filtered an... The reactants are NC(=O)c1ccc2c(c1)CC(=O)N2, COc1cc2c(Cl)ncnc2cc1OCCCN1CCOCC1, [H-], [Na+], CN(C)C=O. Product: COc1cc2c(C3C(=O)Nc4ccc(C(N)=O)cc43)ncnc2cc1OCCCN1CCOCC1, Cl. Reaction SMILES: [C:1]([NH2:2])(=[O:3])[c:4]1[cH:5][c:6]2[c:10]([cH:11][cH:12]1)[NH:9][C:8](=[O:13])[CH2:7]2.[Cl:16][c:17]1[n:18][cH:19][n:20][c:21]2[cH:22][c:23]([O:29][CH2:30][CH2:31][CH2:32][N:33]3[CH2:34][CH2:35][O:36][CH2:37][CH2:38]3)[c:24]([O:27][CH3:28])[cH:25][c:26]12.[H-:14].[Na+:15].[O:39]=[CH:40][N:41]([CH3:42])[CH3:43]>>[C:1]([NH2:2])(=[O:3])[c:4]1[cH:5][c:6]2[c:10]([cH:11][cH:12]1)[NH:9][C:8](=[O:13])[CH:7]2[c:17]1[n:18][cH:19][n:20][c:21]2[cH:22][c:23]([O:29][CH2:30][CH2:31][CH2:32][N:33]3[CH2:34][CH2:35][O:36][CH2:37][CH2:38]3)[c:24]([O:27][CH3:28])[cH:25][c:26]12.[ClH:16]. The product is ClC=1C=C(C=C(C1)C)CC#N ((3-Chloro-5-methyl-phenyl)-acetonitrile). The solvent is C(C)O (ethanol). Reactants: [C-]#N.[K+] (potassium cyanide), BrCC1=CC(=CC(=C1)C)Cl (1-Bromomethyl-3-chloro-5-methyl-benzene), CCOCC (ether). Reaction SMILES: [C-:1]#[N:2].[K+].Br[CH2:5][C:6]1[CH:11]=[C:10]([CH3:12])[CH:9]=[C:8]([Cl:13])[CH:7]=1.CCOCC>C(O)C>[Cl:13][C:8]1[CH:7]=[C:6]([CH2:5][C:1]#[N:2])[CH:11]=[C:10]([CH3:12])[CH:9]=1 |f:0.1|. Yield: 75.5%. Conditions: temperature 70 celsius. Procedure details: To a flask equipped with additional funnel, was placed potassium cyanide (29.6 g, 0.45 mol) and distilled water (55 ml). The mixture was heated up to 70° C. in an oil bath. With stirring, 1-Bromomethyl-3-chloro-5-methyl-benzene (46) (35 g, 0.16 mol) in ethanol (180 ml) was then dropwise added over 1 hr through the addition funnel. After completion of addition, the mixture was refluxed for 8 hr. After cooling to room temperature, ether was added to the mixture. The mixture was washed with water, ...